This data is from the Open Reaction Database (ORD), a public repository of structured organic reaction records. The task is: describe an organic reaction: reactants, conditions, products, and yield Starting materials: S1C(=NC2=C1C=CC=C2)NC(=O)C=2CN(C1=CC=CC=C1C2O)C2=CC=CC=C2 (N-(2-benzothiazolyl)-1,2-dihydro-4-hydroxy-1-phenyl-3-quinolinecarboxamide). The reagents and catalysts are [O-2].[O-2].[Mn+4] (manganese dioxide). Solvent: C1(=CC=CC=C1)C (toluene). Reaction conditions: time 4 hour. Yields the product S1C(=NC2=C1C=CC=C2)NC(=O)C2=CN(C1=CC=CC=C1C2=O)C2=CC=CC=C2 (N-(2-benzothiazolyl)-1,4-dihydro-4-oxo-1-phenyl-3-quinolinecarboxamide). Yield: 47.9%. RXN SMILES: [S:1]1[C:5]2[CH:6]=[CH:7][CH:8]=[CH:9][C:4]=2[N:3]=[C:2]1[NH:10][C:11]([C:13]1[CH2:14][N:15]([C:24]2[CH:29]=[CH:28][CH:27]=[CH:26][CH:25]=2)[C:16]2[C:21]([C:22]=1[OH:23])=[CH:20][CH:19]=[CH:18][CH:17]=2)=[O:12]>C1(C)C=CC=CC=1.[O-2].[O-2].[Mn+4]>[S:1]1[C:5]2[CH:6]=[CH:7][CH:8]=[CH:9][C:4]=2[N:3]=[C:2]1[NH:10][C:11]([C:13]1[C:22](=[O:23])[C:21]2[C:16](=[CH:17][CH:18]=[CH:19][CH:20]=2)[N:15]([C:24]2[CH:29]=[CH:28][CH:27]=[CH:26][CH:25]=2)[CH:14]=1)=[O:12] |f:2.3.4|. Procedure details: A solution of 9.66 g of N-(2-benzothiazolyl)-1,2-dihydro-4-hydroxy-1-phenyl-3-quinolinecarboxamide in 250 ml of toluene was treated with 39.0 g of activated manganese dioxide and stirred for four hours at room temperature. The slurry was filtered and evaporated. The residue was purified by means of high pressure liquid chromatography (silica gel: dichloromethane as the eluent) followed by recrystallization from dichloromethane to yield 4.6 g (48%) of N-(2-benzothiazolyl)-1,4-dihydro-4-oxo-1-phen...